From a dataset of the Open Reaction Database (ORD), a public repository of structured organic reaction records. describe an organic reaction: reactants, conditions, products, and yield Reactants: C(C)(C)N=C=S (isopropyl isothiocyanate), Cl.C(C)(=O)OC1=C2N(C(N(C1=O)C(C)C)=O)C(CN(C2=O)CC2=CC=C(C=C2)F)CCNC (2-(4-fluorobenzyl)-7-isopropyl-4-[2-(methylamino)ethyl]-1,6,8-trioxo-1,3,4,6,7,8-hexahydro-2H-pyrazino[1,2-c]pyrimidin-9-yl acetate hydrochloride), C(=O)([O-])[O-].[K+].[K+] (K2CO3), FC(C(=O)O)(F)F (trifluoroacetic acid). Solvent: CO (MeOH), C(Cl)Cl (CH2Cl2), C(C)N(CC)CC (triethylamine), CCOC(=O)C (EtOAc), C(Cl)Cl (CH2Cl2). Reaction conditions: time 18 hour. The product is FC1=CC=C(CN2C(C=3N(C(N(C(C3O)=O)C(C)C)=O)C(C2)CCN(C(=S)NC(C)C)C)=O)C=C1 (N-{2-[2-(4-Fluorobenzyl)-9-hydroxy-7-isopropyl-1,6,8-trioxo-1,3,4,6,7,8-hexahydro-2H-pyrazino[1,2-c]pyrimidine-4-yl]ethyl}-N′-isopropyl-N-methylthiourea). RXN SMILES: Cl.C([O:5][C:6]1[C:11](=[O:12])[N:10]([CH:13]([CH3:15])[CH3:14])[C:9](=[O:16])[N:8]2[CH:17]([CH2:30][CH2:31][NH:32][CH3:33])[CH2:18][N:19]([CH2:22][C:23]3[CH:28]=[CH:27][C:26]([F:29])=[CH:25][CH:24]=3)[C:20](=[O:21])[C:7]=12)(=O)C.[CH:34]([N:37]=[C:38]=[S:39])([CH3:36])[CH3:35].C([O-])([O-])=O.[K+].[K+].FC(F)(F)C(O)=O>C(Cl)Cl.CCOC(C)=O.CO.C(N(CC)CC)C>[F:29][C:26]1[CH:25]=[CH:24][C:23]([CH2:22][N:19]2[CH2:18][CH:17]([CH2:30][CH2:31][N:32]([CH3:33])[C:38]([NH:37][CH:34]([CH3:36])[CH3:35])=[S:39])[N:8]3[C:9](=[O:16])[N:10]([CH:13]([CH3:14])[CH3:15])[C:11](=[O:12])[C:6]([OH:5])=[C:7]3[C:20]2=[O:21])=[CH:28][CH:27]=1 |f:0.1,3.4.5|. Procedure details: To a suspension of 2-(4-fluorobenzyl)-7-isopropyl-4-[2-(methylamino)ethyl]-1,6,8-trioxo-1,3,4,6,7,8-hexahydro-2H-pyrazino[1,2-c]pyrimidin-9-yl acetate hydrochloride (37 mg, 0.077 mmol) in CH2Cl2 (830 μL) were added isopropyl isothiocyanate (15 μL) and triethylamine (36 μL) in CH2Cl2 (214 μL). The reaction was stirred at ambient temperature for 18 h. The resulting mixture was diluted with EtOAc and filtered, washing with excess EtOAc. The filtrate was concentrated at 40° C. under a steady stream ... The solvent is N1=CC=CC=C1 (pyridine). Reactants: CCO (EtOH), C(C1=CC=CC=C1)(C1=CC=CC=C1)(C1=CC=CC=C1)OC[C@@H]1[C@H](C[C@@H](O1)N1C(=O)NC(=O)C=C1)O (5'-O-Trityl-2'-deoxyur-idine), C(Cl)(Cl)Cl (CHCl3), CS(=O)(=O)Cl (methanesulfonyl chloride). Procedure details: The product of Example 1 (59 g, 0.13 mol) was dissolved at room temperature in 120 mL of pyridine. The solution was put into an ice bath and 29 mL of methanesulfonyl chloride (0.34 mol) was added dropwise. The resulting solution was allowed to stir at 4° C. for 24 hours. The reaction mixture was added in three portions at a slow flow rate into a blender as described previously. The pea-green solid was collected by filtration, washed twice with 2 L of water, and dried to yield 58 g (93%). The com... The product is CS(=O)(=O)O[C@H]1C[C@@H](O[C@@H]1COC(C1=CC=CC=C1)(C1=CC=CC=C1)C1=CC=CC=C1)N1C(=O)NC(=O)C=C1 (3'-O-Methanesulfonyl-5'-O-trityl-2'-deoxyuridine). As a reaction SMILES: [C:1]([O:20][CH2:21][C@H:22]1[O:26][C@@H:25]([N:27]2[CH:34]=[CH:33][C:31](=[O:32])[NH:30][C:28]2=[O:29])[CH2:24][C@@H:23]1[OH:35])([C:14]1[CH:19]=[CH:18][CH:17]=[CH:16][CH:15]=1)([C:8]1[CH:13]=[CH:12][CH:11]=[CH:10][CH:9]=1)[C:2]1[CH:7]=[CH:6][CH:5]=[CH:4][CH:3]=1.[CH3:36][S:37](Cl)(=[O:39])=[O:38].C(Cl)(Cl)Cl.CCO>N1C=CC=CC=1>[CH3:36][S:37]([O:35][C@@H:23]1[C@@H:22]([CH2:21][O:20][C:1]([C:8]2[CH:13]=[CH:12][CH:11]=[CH:10][CH:9]=2)([C:2]2[CH:3]=[CH:4][CH:5]=[CH:6][CH:7]=2)[C:14]2[CH:15]=[CH:16][CH:17]=[CH:18][CH:19]=2)[O:26][C@@H:25]([N:27]2[CH:34]=[CH:33][C:31](=[O:32])[NH:30][C:28]2=[O:29])[CH2:24]1)(=[O:39])=[O:38]. Reaction conditions: temperature 4 celsius, time 24 hour. Starting materials: C(#N)C1=CC=C2C(C=3C=CC(=CC3C(C2=C1)=O)N1CCCCC1)=O (1-(7-cyano-anthraquinon-2-yl)-piperidine), [N-]=[N+]=[N-].[Na+] (sodium azide), [Cl-].[NH4+] (ammonium chloride). Yields the product N1N=NN=C1C1=CC=C2C(C=3C=CC(=CC3C(C2=C1)=O)N1CCCCC1)=O (1-[7(1H-tetrazol-5-yl)-anthraquinon-2-yl] piperidine). Yield: 70.4%. As a reaction SMILES: [C:1]([C:3]1[CH:16]=[C:15]2[C:6]([C:7](=[O:24])[C:8]3[CH:9]=[CH:10][C:11]([N:18]4[CH2:23][CH2:22][CH2:21][CH2:20][CH2:19]4)=[CH:12][C:13]=3[C:14]2=[O:17])=[CH:5][CH:4]=1)#[N:2].[N-:25]=[N+:26]=[N-:27].[Na+].[Cl-].[NH4+]>>[NH:25]1[C:1]([C:3]2[CH:16]=[C:15]3[C:6]([C:7](=[O:24])[C:8]4[CH:9]=[CH:10][C:11]([N:18]5[CH2:23][CH2:22][CH2:21][CH2:20][CH2:19]5)=[CH:12][C:13]=4[C:14]3=[O:17])=[CH:5][CH:4]=2)=[N:2][N:27]=[N:26]1 |f:1.2,3.4|. Reported procedure: The above nitrile (1 g) was treated with sodium azide (0.66 g) and ammonium chloride (0.57 g) as in the preceding example to give 1-[7(1H-tetrazol-5-yl)-anthraquinon-2-yl] piperidine (0.8 g), m.p. 297-8°C, after crystallisation from dimethylformamide/acetic acid.